From a dataset of the Open Reaction Database (ORD), a public repository of structured organic reaction records. describe an organic reaction: reactants, conditions, products, and yield Starting materials: Cc1cc(-c2cccc(OC(F)(F)F)c2)nc(C)c1C(=O)O, [Cl-], C1CCN(C2CCNCC2)C1. Yields the product Cc1cc(-c2cccc(OC(F)(F)F)c2)nc(C)c1C(=O)N1CCC(N2CCCC2)CC1. As a reaction SMILES: [CH3:1][c:2]1[c:3]([C:4](=[O:5])[OH:6])[c:7]([CH3:22])[cH:8][c:9](-[c:11]2[cH:12][c:13]([O:17][C:18]([F:19])([F:20])[F:21])[cH:14][cH:15][cH:16]2)[n:10]1.[Cl-:23].[N:24]1([CH:29]2[CH2:30][CH2:31][NH:32][CH2:33][CH2:34]2)[CH2:25][CH2:26][CH2:27][CH2:28]1>>[CH3:1][c:2]1[c:3]([C:4](=[O:6])[N:32]2[CH2:31][CH2:30][CH:29]([N:24]3[CH2:25][CH2:26][CH2:27][CH2:28]3)[CH2:34][CH2:33]2)[c:7]([CH3:22])[cH:8][c:9](-[c:11]2[cH:12][c:13]([O:17][C:18]([F:19])([F:20])[F:21])[cH:14][cH:15][cH:16]2)[n:10]1. Starting materials: [Li]CCCC, Cn1cccc1, [Cl-], [Cl-], O=C(Cl)c1cc([N+](=O)[O-])ccc1Cl, C1CCOC1, [Zn+2]. The product is Cn1cccc1C(=O)c1cc([N+](=O)[O-])ccc1Cl. Reaction SMILES: [CH2:1]([Li:2])[CH2:3][CH2:4][CH3:5].[CH3:6][n:7]1[cH:8][cH:9][cH:10][cH:11]1.[Cl-:30].[Cl-:32].[Cl:12][c:13]1[c:14]([C:15](=[O:16])[Cl:17])[cH:18][c:19]([N+:22](=[O:23])[O-:24])[cH:20][cH:21]1.[O:25]1[CH2:26][CH2:27][CH2:28][CH2:29]1.[Zn+2:31]>>[CH3:6][n:7]1[c:8]([C:15]([c:14]2[c:13]([Cl:12])[cH:21][cH:20][c:19]([N+:22](=[O:23])[O-:24])[cH:18]2)=[O:16])[cH:9][cH:10][cH:11]1. Starting materials: C(C)OC(=O)N=C1SCCN1C1=CC(=CC=C1)C(F)(F)F (2-ethoxycarbonylimino-3-(3-trifluoromethylphenyl)thiazolidine), BrN1C(CCC1=O)=O (N-bromosuccinimide). The solvent is C(Cl)(Cl)Cl (chloroform). Product: C(C)OC(=O)N=C1SC(=CN1C1=CC(=CC=C1)C(F)(F)F)Br (2-ethoxycarbonylimino-3-(3-trifluoromethylpheny)-5-bromothiazoline). Isolated yield 45.3%. Reaction SMILES: [CH2:1]([O:3][C:4]([N:6]=[C:7]1[N:11]([C:12]2[CH:17]=[CH:16][CH:15]=[C:14]([C:18]([F:21])([F:20])[F:19])[CH:13]=2)[CH2:10][CH2:9][S:8]1)=[O:5])[CH3:2].[Br:22]N1C(=O)CCC1=O>C(Cl)(Cl)Cl>[CH2:1]([O:3][C:4]([N:6]=[C:7]1[N:11]([C:12]2[CH:17]=[CH:16][CH:15]=[C:14]([C:18]([F:20])([F:21])[F:19])[CH:13]=2)[CH:10]=[C:9]([Br:22])[S:8]1)=[O:5])[CH3:2]. Reported procedure: A solution of 2-ethoxycarbonylimino-3-(3-trifluoromethylphenyl)thiazolidine (1.6 g) and N-bromosuccinimide (2 g) in chloroform (50 ml) was refluxed for 10 hours. After cooling, the reaction mixture was washed with an aqueous sodium sulfite solution and dried over anhydrous magnesium sulfate. The solvent was removed under reduced pressure, and the residue was subjected to column chromatography to give 0.9 g of 2-ethoxycarbonylimino-3-(3-trifluoromethylpheny)-5-bromothiazoline (Compound No. 30). The reactants are N1(CCCCC1)CCN1CCC(CC1)=O (1-(2-(1-piperidinyl)ethyl)-4-piperidone), Cl.NO (hydroxylamine hydrochloride). Yields the product N1(CCCCC1)CCN1CCC(CC1)=NO (1-(2-(1-Piperidinyl)ethyl)-4-piperidone oxime). RXN SMILES: [N:1]1([CH2:7][CH2:8][N:9]2[CH2:14][CH2:13][C:12](=O)[CH2:11][CH2:10]2)[CH2:6][CH2:5][CH2:4][CH2:3][CH2:2]1.Cl.[NH2:17][OH:18]>>[N:1]1([CH2:7][CH2:8][N:9]2[CH2:14][CH2:13][C:12](=[N:17][OH:18])[CH2:11][CH2:10]2)[CH2:6][CH2:5][CH2:4][CH2:3][CH2:2]1 |f:1.2|. Procedure: 1-(2-(1-Piperidinyl)ethyl)-4-piperidone oxime is prepared from 1-(2-(1-piperidinyl)ethyl)-4-piperidone and hydroxylamine hydrochloride essentially as described above in Example 38, Scheme C, step b. Starting materials: [BH4-], C1CCOC1, CO, COC(=O)c1cc2oc(C=O)cc2n1Cc1ccc(Cl)c(Cl)c1, Cl, [Na+]. Yields the product COC(=O)c1cc2oc(CO)cc2n1Cc1ccc(Cl)c(Cl)c1. Reaction SMILES: [BH4-:29].[CH2:24]1[O:25][CH2:26][CH2:27][CH2:28]1.[CH3:32][OH:33].[Cl:1][c:2]1[cH:3][c:4]([CH2:5][n:6]2[c:7]3[c:8]([cH:9][c:10]2[C:11](=[O:12])[O:13][CH3:14])[o:15][c:16]([CH:18]=[O:19])[cH:17]3)[cH:20][cH:21][c:22]1[Cl:23].[ClH:31].[Na+:30]>>[Cl:1][c:2]1[cH:3][c:4]([CH2:5][n:6]2[c:7]3[c:8]([cH:9][c:10]2[C:11](=[O:12])[O:13][CH3:14])[o:15][c:16]([CH2:18][OH:19])[cH:17]3)[cH:20][cH:21][c:22]1[Cl:23]. Starting materials: CC(C)(C)OC(=O)NCC(NC(=O)OCc1ccccc1)C(=O)OC(C)(C)C, CO, Cl. Yields the product Cl, CC(C)(C)OC(=O)NCC(N)C(=O)OC(C)(C)C. Reaction SMILES: [CH2:1]([O:2][C:3](=[O:4])[NH:11][CH:12]([C:13](=[O:14])[O:15][C:16]([CH3:17])([CH3:18])[CH3:19])[CH2:20][NH:21][C:22](=[O:23])[O:24][C:25]([CH3:26])([CH3:27])[CH3:28])[c:5]1[cH:6][cH:7][cH:8][cH:9][cH:10]1.[CH3:29][OH:30].[ClH:31]>>[ClH:31].[NH2:11][CH:12]([C:13](=[O:14])[O:15][C:16]([CH3:17])([CH3:18])[CH3:19])[CH2:20][NH:21][C:22](=[O:23])[O:24][C:25]([CH3:26])([CH3:27])[CH3:28]. Starting materials: CN(C=1OC2=C(N1)C=CC=C2)CCOC2=CC=C(C=O)C=C2 (4-[2-(N-methyl-N-(2-benzoxazolyl)amino)ethoxy]benzaldehyde), S1C(NC(C1)=O)=O (2,4-thiazolidinedione), C(C)(=O)[O-].[NH2+]1CCCCC1 (piperidinium acetate). Run in C1(=CC=CC=C1)C (toluene). The product is CN(C=1OC2=C(N1)C=CC=C2)CCOC2=CC=C(C=C1C(NC(S1)=O)=O)C=C2 (5-(4-[2-[N-Methyl-N-(2-benzoxazolyl)amino]ethoxy]benzylidene)-2,4-thiazolidinedione). RXN SMILES: [CH3:1][N:2]([CH2:12][CH2:13][O:14][C:15]1[CH:22]=[CH:21][C:18]([CH:19]=O)=[CH:17][CH:16]=1)[C:3]1[O:4][C:5]2[CH:11]=[CH:10][CH:9]=[CH:8][C:6]=2[N:7]=1.[S:23]1[CH2:27][C:26](=[O:28])[NH:25][C:24]1=[O:29].C([O-])(=O)C.[NH2+]1CCCCC1>C1(C)C=CC=CC=1>[CH3:1][N:2]([CH2:12][CH2:13][O:14][C:15]1[CH:22]=[CH:21][C:18]([CH:19]=[C:27]2[S:23][C:24](=[O:29])[NH:25][C:26]2=[O:28])=[CH:17][CH:16]=1)[C:3]1[O:4][C:5]2[CH:11]=[CH:10][CH:9]=[CH:8][C:6]=2[N:7]=1 |f:2.3|. Procedure: A solution of 4-[2-(N-methyl-N-(2-benzoxazolyl)amino)ethoxy]benzaldehyde (1.6 g) and 2,4-thiazolidinedione (0.63 g) in toluene (100 ml) containing a catalytic quantity of piperidinium acetate was boiled under reflux in a Dean and Stark apparatus for 2 hours. The mixture was cooled and filtered to give the title compound (mp 227°-9° C.). Starting materials: S(O)(O)(=O)=O (sulfuric acid), OC=1C=C(C=CC1)C1(CCCCC1)CC(=O)O (2-(1-(3-Hydroxyphenyl)cyclohexyl)acetic acid), C([O-])(O)=O.[Na+] (sodium bicarbonate). Solvent: CO (MeOH). Product: OC=1C=C(C=CC1)C1(CCCCC1)CC(=O)OC (Methyl 2-(1-(3-hydroxyphenyl)cyclohexyl)acetate). Isolated yield 52.0%. Reaction SMILES: [OH:1][C:2]1[CH:3]=[C:4]([C:8]2([CH2:14][C:15]([OH:17])=[O:16])[CH2:13][CH2:12][CH2:11][CH2:10][CH2:9]2)[CH:5]=[CH:6][CH:7]=1.S(=O)(=O)(O)O.[C:23](=O)(O)[O-].[Na+]>CO>[OH:1][C:2]1[CH:3]=[C:4]([C:8]2([CH2:14][C:15]([O:17][CH3:23])=[O:16])[CH2:13][CH2:12][CH2:11][CH2:10][CH2:9]2)[CH:5]=[CH:6][CH:7]=1 |f:2.3|. Procedure: The crude 2-(1-(3-hydroxyphenyl)cyclohexyl)acetic acid 105.C (1.01 g) was dissolved in MeOH (15 mL) and a catalytic (˜10 drops) amount of concentrated sulfuric acid was added. The mixture was then refluxed for 16 hours and then cooled to room temperature. The reaction was then made basic with saturated sodium bicarbonate solution and concentrated to dryness. The residue was then dissolved in EtOAc and water and the layers were separated. The aqueous layer was extracted (2×75 mL) with EtOAc. The ...